From a dataset of the Open Reaction Database (ORD), a public repository of structured organic reaction records. describe an organic reaction: reactants, conditions, products, and yield The reactants are BrC=1C=C(C=CC1)CC(=O)N/N=C/1\NC(C=2NC=NC2N1CCCCC)=O (2-(3-bromophenyl)-N′-[(2E)-6-oxo-3-pentyl-1,3,6,7-tetrahydro-2H-purin-2-ylidene]acetohydrazide). The solvent is C1=CC=CC=C1 (benzene). The product is BrC=1C=C(CC2=NN=C3N2C(C=2NC=NC2N3CCCCC)=O)C=CC1 (3-(3-bromobenzyl)-9-pentyl-6,9-dihydro-5H-[1,2,4]triazolo[4,3-a]purin-5-one). Isolated yield 86.0%. RXN SMILES: [Br:1][C:2]1[CH:3]=[C:4]([CH2:8][C:9]([NH:11]/[N:12]=[C:13]2\[NH:14][C:15](=[O:27])[C:16]3[NH:17][CH:18]=[N:19][C:20]=3[N:21]\2[CH2:22][CH2:23][CH2:24][CH2:25][CH3:26])=O)[CH:5]=[CH:6][CH:7]=1>C1C=CC=CC=1>[Br:1][C:2]1[CH:3]=[C:4]([CH:5]=[CH:6][CH:7]=1)[CH2:8][C:9]1[N:14]2[C:15](=[O:27])[C:16]3[NH:17][CH:18]=[N:19][C:20]=3[N:21]([CH2:22][CH2:23][CH2:24][CH2:25][CH3:26])[C:13]2=[N:12][N:11]=1. Reported procedure: The mixture of 2-(3-bromophenyl)-N′-[(2E)-6-oxo-3-pentyl-1,3,6,7-tetrahydro-2H-purin-2-ylidene]acetohydrazide (1.8 g, 4.2 mmol) in benzene (100 mL) was refluxed overnight. The reaction mixture was concentrated to give the desired product 1.5 g. LCMS calculated for C18H20BrN6O (M+H): 415.1. found: 415.1. The reactants are COc1ccc(CN2C(=O)C3C2C(OS(=O)(=O)C(F)(F)F)CN3C(=O)OCc2ccccc2)cc1OC, CCCC[N+](CCCC)(CCCC)CCCC, [F-], C1CCOC1, O, O, O. The product is COc1ccc(CN2C(=O)C3C2C(F)CN3C(=O)OCc2ccccc2)cc1OC. Reaction SMILES: [CH2:1]([c:2]1[cH:3][cH:4][cH:5][cH:6][cH:7]1)[O:8][C:9](=[O:10])[N:11]1[CH:12]2[C:13](=[O:37])[N:14]([CH2:26][c:27]3[cH:28][c:29]([O:35][CH3:36])[c:30]([O:33][CH3:34])[cH:31][cH:32]3)[CH:15]2[CH:16]([O:18][S:19]([C:20]([F:21])([F:22])[F:23])(=[O:24])=[O:25])[CH2:17]1.[CH2:42]([N+:43]([CH2:44][CH2:45][CH2:46][CH3:47])([CH2:48][CH2:49][CH2:50][CH3:51])[CH2:52][CH2:53][CH2:54][CH3:55])[CH2:56][CH2:57][CH3:58].[F-:41].[O:59]1[CH2:60][CH2:61][CH2:62][CH2:63]1.[OH2:38].[OH2:39].[OH2:40]>>[CH2:1]([c:2]1[cH:3][cH:4][cH:5][cH:6][cH:7]1)[O:8][C:9](=[O:10])[N:11]1[CH:12]2[C:13](=[O:37])[N:14]([CH2:26][c:27]3[cH:28][c:29]([O:35][CH3:36])[c:30]([O:33][CH3:34])[cH:31][cH:32]3)[CH:15]2[CH:16]([F:41])[CH2:17]1. Reactants: Cl (hydrochloric acid), COC1=CC=C(C=C1)CCCCl (3-(4-methoxyphenyl)propyl chloride), C(C)(C)NC(C)C (diisopropylamine), C(CCC)[Li] (butyl lithium), solution, COC1=CC=C(C=C1)CCCC(=O)O (4-(4-methoxyphenyl)butyric acid). Run in O1CCCC1 (tetrahydrofuran), CCCCCC (hexane), O1CCCC1 (tetrahydrofuran). Conditions: temperature 0 celsius. The product is COC1=CC=C(C=C1)CCCC(C(=O)O)CCC1=CC=C(C=C1)OC (5-(4-methoxyphenyl)-2-[2-(4-methoxyphenyl)ethyl]pentanoic acid). Reaction SMILES: C(NC(C)C)(C)C.C([Li])CCC.[CH3:13][O:14][C:15]1[CH:20]=[CH:19][C:18]([CH2:21][CH2:22][CH2:23][C:24]([OH:26])=[O:25])=[CH:17][CH:16]=1.[CH3:27][O:28][C:29]1[CH:34]=[CH:33][C:32]([CH2:35][CH2:36][CH2:37]Cl)=[CH:31][CH:30]=1.Cl>O1CCCC1.CCCCCC>[CH3:27][O:28][C:29]1[CH:34]=[CH:33][C:32]([CH2:35][CH2:36][CH2:37][CH:23]([CH2:22][CH2:21][C:18]2[CH:17]=[CH:16][C:15]([O:14][CH3:13])=[CH:20][CH:19]=2)[C:24]([OH:26])=[O:25])=[CH:31][CH:30]=1. Procedure: A solution of diisopropylamine (15 g, 0.148 mol) in dry tetrahydrofuran (100 ml) at -78° C. was treated dropwise with a solution of butyl lithium in hexane (100 ml of a 1.6M solution 0.16 mol) under an atmosphere of dry argon. The solution was allowed to warm up to 0° C. over 2 hours, cooled back to -78° C. and treated with a solution of 4-(4-methoxyphenyl)butyric acid (14.1 g, 0.0726 mol) in dry tetrahydrofuran (50 ml). The solution was allowed to warm up to -20° C., cooled back to -78° C. and ...